The task is: describe an organic reaction: reactants, conditions, products, and yield. This data is from the Open Reaction Database (ORD), a public repository of structured organic reaction records. Starting materials: OC(=O)C(F)(F)F.C(C1=CC=CC=C1)N1CC2=NC(=C(N=C2CC1)N1CCC(CC1)OC1=C(C=C(C=C1)F)F)N[C@@H](COC)C ((R)-6-benzyl-2-(4-(2,4-difluorophenoxyl)piperidin-1-yl)-N-(1-methoxypropan-2-yl)-5,6,7,8-tetrahydropyrido[3,4-b]pyrazin-3-amine TFA salt). The reagents and catalysts are [OH-].[OH-].[Pd+2] (Pd(OH)2). Run in C1CCOC1 (THF). Reaction conditions: time 2 hour. Yields the product FC1=C(OC2CCN(CC2)C=2N=C3C(=NC2N[C@@H](COC)C)CNCC3)C=CC(=C1)F ((R)-2-(4-(2,4-difluorophenoxyl)piperidin-1-yl)-N-(1-methoxypropan-2-yl)-5,6,7,8-tetrahydropyrido[3,4-b]pyrazin-3-amine). RXN SMILES: OC(C(F)(F)F)=O.C([N:15]1[CH2:24][CH2:23][C:22]2[C:17](=[N:18][C:19]([NH:40][C@H:41]([CH3:45])[CH2:42][O:43][CH3:44])=[C:20]([N:25]3[CH2:30][CH2:29][CH:28]([O:31][C:32]4[CH:37]=[CH:36][C:35]([F:38])=[CH:34][C:33]=4[F:39])[CH2:27][CH2:26]3)[N:21]=2)[CH2:16]1)C1C=CC=CC=1>C1COCC1.[OH-].[OH-].[Pd+2]>[F:39][C:33]1[CH:34]=[C:35]([F:38])[CH:36]=[CH:37][C:32]=1[O:31][CH:28]1[CH2:27][CH2:26][N:25]([C:20]2[N:21]=[C:22]3[CH2:23][CH2:24][NH:15][CH2:16][C:17]3=[N:18][C:19]=2[NH:40][C@H:41]([CH3:45])[CH2:42][O:43][CH3:44])[CH2:30][CH2:29]1 |f:0.1,3.4.5|. Procedure details: A solution of (R)-6-benzyl-2-(4-(2,4-difluorophenoxyl)piperidin-1-yl)-N-(1-methoxypropan-2-yl)-5,6,7,8-tetrahydropyrido[3,4-b]pyrazin-3-amine TFA salt (161.4 mg, 0.253 mmol) in THF (2.53 mL) was treated with Pd(OH)2 (20 wt %, 53.3 mg, 0.076 mmol). Hydrogen gas (balloon) was bubbled through the reaction mixture for 5 min. The vent needle was removed and the reaction mixture was allowed to stir under hydrogen atmosphere at room temperature for 2 h. The reaction mixture was opened to air and filter... Starting materials: ClC1=NC2=C(N1COCC[Si](C)(C)C)C=CC=C2 (2-Chloro-1-((2-(trimethylsilyl)ethoxy)methyl)-1H-benzo[d]imidazole), N1CCC1 (azetidine), CCN(C(C)C)C(C)C (Hunig's base). Run in C(C)O (ethanol). Reaction conditions: temperature 50 celsius. Product: N1C=NC2=C1C=CC=C2 (1H-benzo[d]imidazole). RXN SMILES: Cl[C:2]1[N:6](COCC[Si](C)(C)C)[C:5]2[CH:15]=[CH:16][CH:17]=[CH:18][C:4]=2[N:3]=1.N1CCC1.CCN(C(C)C)C(C)C>C(O)C>[NH:3]1[C:4]2[CH:18]=[CH:17][CH:16]=[CH:15][C:5]=2[N:6]=[CH:2]1. Procedure: 2-Chloro-1-((2-(trimethylsilyl)ethoxy)methyl)-1H-benzo[d]imidazole (0.5 g) was placed in a flask with azetidine (0.48 mL), Hunig's base (iPr2Net, 1.5 mL) in 1 mL of ethanol. The reaction was heated to 50° C. overnight and then concentrated to dryness to get 0.55 g of crude 2-(azetidin-1-yl)-1-(2-(trimethylsilyl)ethoxy)methyl)-1H-benzo[d]imidazole. Starting materials: ClC=1C=CC(=C(C1)C1CC(CC(C1)=O)=O)C (5-(5-chloro-2-methylphenyl)cyclohexane-1,3-dione), C(C)(=O)[O-].[NH4+] (ammonium acetate). Solvent: C(C)O (ethanol). The product is NC1=CC(CC(C1)C1=C(C=CC(=C1)Cl)C)=O (1-amino-5-(5-chloro-2-methylphenyl)cyclohexen-3-one). As a reaction SMILES: [Cl:1][C:2]1[CH:3]=[CH:4][C:5]([CH3:16])=[C:6]([CH:8]2[CH2:13][C:12](=O)[CH2:11][C:10](=[O:15])[CH2:9]2)[CH:7]=1.C([O-])(=O)C.[NH4+:21]>C(O)C>[NH2:21][C:12]1[CH2:13][CH:8]([C:6]2[CH:7]=[C:2]([Cl:1])[CH:3]=[CH:4][C:5]=2[CH3:16])[CH2:9][C:10](=[O:15])[CH:11]=1 |f:1.2|. Procedure: A solution of 5-(5-chloro-2-methylphenyl)cyclohexane-1,3-dione (2.9 g) and ammonium acetate (2.8 g) in ethanol (50 ml) was refluxed for 14 hours. Under reduced pressure, the solvent was evaporated, and the residue was dissolved in ethyl acetate, and the mixture was washed with water and saturated brine, and dried with magnesium sulfate. Under reduced pressure, the solvent was evaporated to give 1-amino-5-(5-chloro-2-methylphenyl)cyclohexen-3-one, which was dissolved in a mixture of ethanol (70 m... Reactants: N2O5, N (ammonia), C(Cl)Cl (CH2Cl2), COC(=O)[N-][N+](=O)[O-].[NH4+] (ammonium N(methoxycarbonyl)N-nitro-amide). The solvent is CC#N (CH3CN). Reaction conditions: temperature -60 celsius, time 1 hour. The product is [NH-][N+](=O)[O-].[NH-][N+](=O)[O-].[NH4+].[NH4+] (ammonium dinitramide salt). The yield is 121.4%. Reaction SMILES: C(Cl)Cl.COC([N-:8][N+:9]([O-:11])=[O:10])=O.[NH4+:12].N>CC#N>[NH-:8][N+:9]([O-:11])=[O:10].[NH-:8][N+:9]([O-:11])=[O:10].[NH4+:12].[NH4+:8] |f:1.2,5.6.7.8|. Reported procedure: A suspension/solution of 100 mmoles of N2O5 in 175 ml. of CH2Cl2 was prepared by ozonolysis of N2O4 at -60° C. This suspension was diluted by adding 60 ml. of CH3CN, cooled to -78° C., and 100 mmoles (13.7 grams) of the ammonium N(methoxycarbonyl)N-nitro-amide (ammonium N-nitromethylcarbamate) made in Example IV was added to the reaction mixture. The mixture was then stirred for 1 hour while it was allowed to slowly warm to -60° C. over that hour. Excess ammonia gas was then added until the pH r... Starting materials: B, CC(=O)c1cncnc1C(F)(F)F, CO, [Na]. The product is CC(O)c1cncnc1C(F)(F)F. Reaction SMILES: [BH3:14].[C:1]([CH3:2])(=[O:3])[c:4]1[c:5]([C:10]([F:11])([F:12])[F:13])[n:6][cH:7][n:8][cH:9]1.[CH3:16][OH:17].[Na:15]>>[CH:1]([CH3:2])([OH:3])[c:4]1[c:5]([C:10]([F:11])([F:12])[F:13])[n:6][cH:7][n:8][cH:9]1. Reactants: C(=O)(O)[O-].[Na+] (NaHCO3), FC=1C=NC=CC1CCCNN1C=C(C2=CC(=CC=C12)O)C (1-[(3-fluoro-4-pyridinyl)propylamino]-3-methyl-1H-indol-5-ol), C(CCCCCC)N (heptylamine), C(=O)(C=1NC=CN1)C=1NC=CN1 (carbonyl diimidazole), C(CCCCCC)N (heptylamine). Solvent: CCOCC (ether), C(C)(=O)O (acetic acid), O1CCCC1 (tetrahydrofuran), C(C)(=O)O (acetic acid), O1CCCC1 (tetrahydrofuran), C(C)(=O)O (acetic acid), O1CCCC1 (tetrahydrofuran). Conditions: time 24 hour. Product: C(CCCCCC)NC(OC=1C=C2C(=CN(C2=CC1)NCCCC1=C(C=NC=C1)F)C)=O (1-[(3-Fluoro-4-pyridinyl)propylamino]-3-methyl-1H-indol-5-yl heptylcarbamate). As a reaction SMILES: [F:1][C:2]1[CH:3]=[N:4][CH:5]=[CH:6][C:7]=1[CH2:8][CH2:9][CH2:10][NH:11][N:12]1[C:20]2[C:15](=[CH:16][C:17]([OH:21])=[CH:18][CH:19]=2)[C:14]([CH3:22])=[CH:13]1.[C:23](C1NC=CN=1)(C1NC=CN=1)=[O:24].[CH2:35]([NH2:42])[CH2:36][CH2:37][CH2:38][CH2:39][CH2:40][CH3:41].C([O-])(O)=O.[Na+]>O1CCCC1.C(O)(=O)C.CCOCC>[CH2:35]([NH:42][C:23](=[O:24])[O:21][C:17]1[CH:16]=[C:15]2[C:20](=[CH:19][CH:18]=1)[N:12]([NH:11][CH2:10][CH2:9][CH2:8][C:7]1[CH:6]=[CH:5][N:4]=[CH:3][C:2]=1[F:1])[CH:13]=[C:14]2[CH3:22])[CH2:36][CH2:37][CH2:38][CH2:39][CH2:40][CH3:41] |f:3.4|. Procedure: To a solution consisting of 1-[(3-fluoro-4-pyridinyl)propylamino]-3-methyl-1H-indol-5-ol (2.54 g) and anhydrous tetrahydrofuran (57 ml) was added carbonyl diimidazole (2.75 g) under nitrogen with stirring. The resulting reaction mixture was stirred at room temperature for two days, at which time acetic acid (1.65 ml) was added followed by a solution of heptylamine (1.89 ml) in tetrahydrofuran (5 ml) and acetic acid (0.76 ml). After stirring for 24 hours, an additional equivalent of heptylamine (... Reactants: C(C)(=O)C=1C=C(C=CC1)B(O)O (3-Acetylphenylboronic acid), BrC1=CC=C(C=C1)/C(=C/CO)/C ((E)-3-(4-bromophenyl)-but-2-en-1-ol). The product is C(C)(=O)C=1C=C(C=CC1)C1=CC=C(C=C1)/C(=C/CO)/C ((E)-3-(3′-acetyl-biphenyl-4-yl)-but-2-en-1-ol). As a reaction SMILES: [C:1]([C:4]1[CH:5]=[C:6](B(O)O)[CH:7]=[CH:8][CH:9]=1)(=[O:3])[CH3:2].Br[C:14]1[CH:19]=[CH:18][C:17](/[C:20](/[CH3:24])=[CH:21]/[CH2:22][OH:23])=[CH:16][CH:15]=1>>[C:1]([C:4]1[CH:5]=[C:6]([C:14]2[CH:19]=[CH:18][C:17](/[C:20](/[CH3:24])=[CH:21]/[CH2:22][OH:23])=[CH:16][CH:15]=2)[CH:7]=[CH:8][CH:9]=1)(=[O:3])[CH3:2]. Procedure: 3-Acetylphenylboronic acid (7.10 g, 43.3 mmol) was coupled with (E)-3-(4-bromophenyl)-but-2-en-1-ol (5.76 g, 25.0 mmol) by a procedure analogous to that described in example 54 a to give (E)-3-(3′-acetyl-biphenyl-4-yl)-but-2-en-1-ol as an off-white solid; 5.33 g (79%). This solid was recrystallised from aqueous ethanol to give a first crop of very pure (E)-3-(3′-acetyl-biphenyl-4-yl)-but-2-en-1-ol as colourless platelets; 2.78 g (41%) and a second crop of (E)-3-(3′-acetyl-biphenyl-4-yl)-but-2-en...